From a dataset of the Open Reaction Database (ORD), a public repository of structured organic reaction records. describe an organic reaction: reactants, conditions, products, and yield Starting materials: CC1(OC2=C(NC1)C=C(C=C2)S(=O)(=O)C2=CC=CC=C2)C(F)(F)F (2-methyl-2-trifluoromethyl-6-phenylsulfonyl-3,4-dihydro-2H-1,4-benzoxazine), [OH-].[Na+] (sodium hydroxide), [Cl-].[Na+] (sodium chloride), ClC1=[N+](C=CC=C1)[O-] (2-chloropyridine N-oxide), Cl (HCl), [H-].[Na+] (sodium hydride). RXN SMILES: [CH3:1][C:2]1([C:21]([F:24])([F:23])[F:22])[CH2:7][NH:6][C:5]2[CH:8]=[C:9]([S:12]([C:15]3[CH:20]=[CH:19][CH:18]=[CH:17][CH:16]=3)(=[O:14])=[O:13])[CH:10]=[CH:11][C:4]=2[O:3]1.Cl[C:26]1[CH:31]=[CH:30][CH:29]=[CH:28][N+:27]=1[O-:32].Cl.[H-].[Na+].[OH-].[Na+].[Cl-].[Na+]>CS(C)=O.C(OCC)(=O)C.CO.C(OCC)(=O)C>[CH3:1][C:2]1([C:21]([F:24])([F:22])[F:23])[CH2:7][N:6]([C:26]2[CH:31]=[CH:30][CH:29]=[CH:28][N+:27]=2[O-:32])[C:5]2[CH:8]=[C:9]([S:12]([C:15]3[CH:20]=[CH:19][CH:18]=[CH:17][CH:16]=3)(=[O:14])=[O:13])[CH:10]=[CH:11][C:4]=2[O:3]1 |f:3.4,5.6,7.8,10.11|. Conditions: time 18 hour. The solvent is C(C)(=O)OCC.CO (ethyl acetate methanol), C(C)(=O)OCC (ethyl acetate), CS(=O)C (dimethylsulfoxide). Reported procedure: A solution of 2-methyl-2-trifluoromethyl-6-phenylsulfonyl-3,4-dihydro-2H-1,4-benzoxazine (200 mg) and 2-chloropyridine N-oxide.HCl (121 mg;) in dimethylsulfoxide (8 mL) was treated with sodium hydride (60% dispersion in oil, 58 mg), and stirred under a nitrogen atmosphere for 18 hours. The mixture was then poured into a solution containing aqueous sodium hydroxide (0.5N, 150 mL) and saturated sodium chloride (20 mL.) and extracted with ethyl acetate. (3×150 mL). The combined organic portions wer... Product: CC1(OC2=C(N(C1)C1=[N+](C=CC=C1)[O-])C=C(C=C2)S(=O)(=O)C2=CC=CC=C2)C(F)(F)F (2-(2-Methyl-2-trifluoromethyl-6-phenylsulfonyl-3,4-dihydro-2H-1,4-benzoxazin-4-yl)pyridine-N-oxide).